From a dataset of the Open Reaction Database (ORD), a public repository of structured organic reaction records. describe an organic reaction: reactants, conditions, products, and yield Reactants: CO, Cn1nnc(N(Cc2cc(C(F)(F)F)cc(C(F)(F)F)c2)Cc2cc(C(F)(F)F)ccc2C(O)C2CCCCC2)n1. The product is COC(c1ccc(C(F)(F)F)cc1CN(Cc1cc(C(F)(F)F)cc(C(F)(F)F)c1)c1nnn(C)n1)C1CCCCC1. RXN SMILES: [CH3:42][OH:43].[F:1][C:2]([c:3]1[cH:4][c:5]([CH2:6][N:7]([c:8]2[n:9][n:10][n:11]([CH3:13])[n:12]2)[CH2:14][c:15]2[c:16]([CH:25]([OH:26])[CH:27]3[CH2:28][CH2:29][CH2:30][CH2:31][CH2:32]3)[cH:17][cH:18][c:19]([C:21]([F:22])([F:23])[F:24])[cH:20]2)[cH:33][c:34]([C:36]([F:37])([F:38])[F:39])[cH:35]1)([F:40])[F:41]>>[F:1][C:2]([c:3]1[cH:4][c:5]([CH2:6][N:7]([c:8]2[n:9][n:10][n:11]([CH3:13])[n:12]2)[CH2:14][c:15]2[c:16]([CH:25]([O:26][CH3:42])[CH:27]3[CH2:28][CH2:29][CH2:30][CH2:31][CH2:32]3)[cH:17][cH:18][c:19]([C:21]([F:22])([F:23])[F:24])[cH:20]2)[cH:33][c:34]([C:36]([F:37])([F:38])[F:39])[cH:35]1)([F:40])[F:41]. As a reaction SMILES: [F:1][C:2]1[CH:7]=[CH:6][C:5]([C:8]2[S:12][C:11]3[CH:13]=[CH:14][C:15]([C:17]4[CH:18]=[C:19]([CH:23]=[CH:24][CH:25]=4)[C:20]([OH:22])=O)=[CH:16][C:10]=3[C:9]=2[C:26](=[O:29])[NH:27][CH3:28])=[CH:4][CH:3]=1.Cl.[C:31]1([C:37]2([NH2:41])[CH2:40][CH2:39][CH2:38]2)[CH:36]=[CH:35][CH:34]=[CH:33][CH:32]=1>>[F:1][C:2]1[CH:3]=[CH:4][C:5]([C:8]2[S:12][C:11]3[CH:13]=[CH:14][C:15]([C:17]4[CH:25]=[CH:24][CH:23]=[C:19]([C:20](=[O:22])[NH:41][C:37]5([C:31]6[CH:36]=[CH:35][CH:34]=[CH:33][CH:32]=6)[CH2:38][CH2:39][CH2:40]5)[CH:18]=4)=[CH:16][C:10]=3[C:9]=2[C:26]([NH:27][CH3:28])=[O:29])=[CH:6][CH:7]=1 |f:1.2|. Product: FC1=CC=C(C=C1)C1=C(C2=C(S1)C=CC(=C2)C2=CC(=CC=C2)C(NC2(CCC2)C2=CC=CC=C2)=O)C(=O)NC (2-(4-fluorophenyl)-N-methyl-5-(3-(1-phenylcyclobutylcarbamoyl)phenyl)benzo[b]thiophene-3-carboxamide). Starting materials: FC1=CC=C(C=C1)C1=C(C2=C(S1)C=CC(=C2)C=2C=C(C(=O)O)C=CC2)C(NC)=O (3-(2-(4-fluorophenyl)-3-(methylcarbamoyl)benzo[b]thiophen-5-yl)benzoic acid), Cl.C1(=CC=CC=C1)C1(CCC1)N (1-phenylcyclobutanamine hydrochloride). Procedure details: 2-(4-fluorophenyl)-N-methyl-5-(3-(1-phenylcyclobutylcarbamoyl)phenyl)benzo[b]thiophene-3-carboxamide was prepared from 3-(2-(4-fluorophenyl)-3-(methylcarbamoyl)benzo[b]thiophen-5-yl)benzoic acid (0.075 g, 0.15 mmol) and 1-phenylcyclobutanamine hydrochloride (0.041 g, 0.22 mmol). 1H NMR (500 MHz, DMSO-D6) δ ppm 9.18 (s, 1H), 8.42 (d, J=4.58 Hz, 1H), 8.14-8.22 (m, 2H), 7.97 (s, 1H), 7.88 (dd, J=16.02, 7.48 Hz, 2H), 7.82 (d, J=8.54 Hz, 1H), 7.66 (dd, J=8.24, 5.80 Hz, 2H), 7.59 (t, J=7.63 Hz, 1H), 7... As a reaction SMILES: [CH2:1]([NH:5][C:6]1[CH:11]=[CH:10][N:9]2[N:12]=[CH:13][C:14]([CH:15]=O)=[C:8]2[N:7]=1)[CH:2]([CH3:4])[CH3:3].[NH:17]1[CH2:23][C:21](=[O:22])[NH:20][C:18]1=[O:19].N1CCCCC1>C(#N)C>[CH2:1]([NH:5][C:6]1[CH:11]=[CH:10][N:9]2[N:12]=[CH:13][C:14]([CH:15]=[C:23]3[NH:17][C:18](=[O:19])[NH:20][C:21]3=[O:22])=[C:8]2[N:7]=1)[CH:2]([CH3:3])[CH3:4]. The reactants are C(C(C)C)NC1=NC=2N(C=C1)N=CC2C=O (5-(isobutylamino)pyrazolo[1,5-a]pyrimidine-3-carbaldehyde), N1C(=O)NC(=O)C1 (hydantoin), N1CCCCC1 (piperidine). Yields the product C(C(C)C)NC1=NC=2N(C=C1)N=CC2C=C2C(NC(N2)=O)=O (5-((5-(isobutylamino)pyrazolo[1,5-a]pyrimidin-3-yl)methylene)imidazolidine-2,4-dione). Procedure details: To 5-(isobutylamino)pyrazolo[1,5-a]pyrimidine-3-carbaldehyde (24 mg, 0.110 mmol) in acetonitrile was added hydantoin (11 mg, 0.110 mmol) and piperidine (11 μL, 0.110 mmol). The reaction was heated at 70° C. for 48 hr. The reaction was cooled to room temperature and the solid formed was isolated by filtration to yield 5-((5-(isobutylamino)pyrazolo[1,5-a]pyrimidin-3-yl)methylene)imidazolidine-2,4-dione. LCMS (M+1=301) The solvent is C(C)#N (acetonitrile). Run at temperature 70 celsius. Conditions: time 3 hour. Solvent: O1CCCC1 (tetrahydrofuran), ice water. Reaction SMILES: [NH2:1][C:2]1[CH:3]=[CH:4][C:5]2[S:14][CH2:13][C:12]3[C:11]([C:15](=[O:28])[CH:16]([C:26]#[N:27])[C:17]([NH:19][C:20]4[CH:25]=[CH:24][CH:23]=[CH:22][CH:21]=4)=[O:18])=[N:10][N:9]([C:29]4[CH:34]=[CH:33][CH:32]=[CH:31][CH:30]=4)[C:8]=3[C:6]=2[CH:7]=1.[C:35]1(=[O:41])[O:40][C:38](=[O:39])[CH2:37][CH2:36]1>O1CCCC1>[C:38]([CH2:37][CH2:36][C:35]([NH:1][C:2]1[CH:3]=[CH:4][C:5]2[S:14][CH2:13][C:12]3[C:11]([C:15](=[O:28])[CH:16]([C:26]#[N:27])[C:17]([NH:19][C:20]4[CH:25]=[CH:24][CH:23]=[CH:22][CH:21]=4)=[O:18])=[N:10][N:9]([C:29]4[CH:30]=[CH:31][CH:32]=[CH:33][CH:34]=4)[C:8]=3[C:6]=2[CH:7]=1)=[O:41])([OH:40])=[O:39]. Isolated yield 67.3%. The product is C(=O)(O)CCC(=O)NC=1C=CC2=C(C1)C=1N(N=C(C1CS2)C(C(C(=O)NC2=CC=CC=C2)C#N)=O)C2=CC=CC=C2 (3-[8-(3-carboxy-propanoylamino)-1,4-dihydro-1-phenyl-[1]-benzothiopyrano[4,3-c]pyrazol-3-yl]-2-cyano-3-oxo-N-phenylpropanamide). Procedure: 3-(8-amino-1,4-dihydro-1-phenyl-[1]-benzothiopyrano[4,3-c]pyrazol-3-yl)-2-cyano-3-oxo-N-phenyl-propanamide (1.1 g) dissolved in anhydrous tetrahydrofuran (23 ml) is reacted with succinic anhydride (0.71 g) at the reflux temperature under stirring for 3 hours. After cooling the reaction mixture is diluted with ice water. The precipitate is filtered and washed with water. Crystallization from CHCl3 /methanol yields 0.9 g of 3-[8-(3-carboxy-propanoylamino)-1,4-dihydro-1-phenyl-[1]-benzothiopyrano[4... The reactants are NC=1C=CC2=C(C1)C=1N(N=C(C1CS2)C(C(C(=O)NC2=CC=CC=C2)C#N)=O)C2=CC=CC=C2 (3-(8-amino-1,4-dihydro-1-phenyl-[1]-benzothiopyrano[4,3-c]pyrazol-3-yl)-2-cyano-3-oxo-N-phenyl-propanamide), C1(CCC(=O)O1)=O (succinic anhydride). Reactants: NC1=CC2=C(CCN(CC2)C[C@@H](C(F)(F)F)O)C=C1OC ((S)-3-(7-Amino-8-methoxy-1,2,4,5-tetrahydro-benzo[d]azepin-3-yl)-1,1,1-trifluoro-propan-2-ol), ClC1=NC=C(C(=N1)N[C@H]1[C@H]([C@@H]2C=C[C@H]1C2)C(=O)N)Cl ((1S,2S,3R,4R)-3-(2,5-Dichloro-pyrimidin-4-ylamino)-bicyclo[2.2.1]hept-5-ene-2-carboxylic acid amide), C12(C(=O)CC(CC1)C2(C)C)CS(=O)(=O)O (10-Camphorsulfonic acid). Run in COCCO (2-Methoxyethanol). Reaction conditions: time 30 minute. Product: ClC=1C(=NC(=NC1)NC1=CC2=C(CCN(CC2)C[C@@H](C(F)(F)F)O)C=C1OC)N[C@H]1[C@H]([C@@H]2C=C[C@H]1C2)C(=O)N ((1S,2S,3R,4R)-3-{5-Chloro-2-[8-methoxy-3-((S)-3,3,3-trifluoro-2-hydroxy-propyl)-2,3,4,5-tetrahydro-1H-benzo[d]azepin-7-ylamino]-pyrimidin-4-ylamino}-bicyclo[2.2.1]hept-5-ene-2-carboxylic acid amide). Isolated yield 44.4%. Reaction SMILES: [NH2:1][C:2]1[C:19]([O:20][CH3:21])=[CH:18][C:5]2[CH2:6][CH2:7][N:8]([CH2:11][C@H:12]([OH:17])[C:13]([F:16])([F:15])[F:14])[CH2:9][CH2:10][C:4]=2[CH:3]=1.Cl[C:23]1[N:28]=[C:27]([NH:29][C@@H:30]2[C@@H:35]3[CH2:36][C@@H:32]([CH:33]=[CH:34]3)[C@@H:31]2[C:37]([NH2:39])=[O:38])[C:26]([Cl:40])=[CH:25][N:24]=1.C12(CS(O)(=O)=O)C(C)(C)C(CC1)CC2=O>COCCO>[Cl:40][C:26]1[C:27]([NH:29][C@@H:30]2[C@@H:35]3[CH2:36][C@@H:32]([CH:33]=[CH:34]3)[C@@H:31]2[C:37]([NH2:39])=[O:38])=[N:28][C:23]([NH:1][C:2]2[C:19]([O:20][CH3:21])=[CH:18][C:5]3[CH2:6][CH2:7][N:8]([CH2:11][C@H:12]([OH:17])[C:13]([F:14])([F:15])[F:16])[CH2:9][CH2:10][C:4]=3[CH:3]=2)=[N:24][CH:25]=1. Reported procedure: (S)-3-(7-Amino-8-methoxy-1,2,4,5-tetrahydro-benzo[d]azepin-3-yl)-1,1,1-trifluoro-propan-2-ol (88 mg, 0.29 mmol), (1S,2S,3R,4R)-3-(2,5-Dichloro-pyrimidin-4-ylamino)-bicyclo[2.2.1]hept-5-ene-2-carboxylic acid amide (89 mg, 0.30 mmol), and 10-Camphorsulfonic acid (105 mg, 0.452 mmol) in 2-Methoxyethanol (4 mL) was heated in a microwave vial at 120° C. for 4 h. The brown solution was added dropwise to a satd. sodium bicarbonate solution (10 mL) and the vial was rinsed with 2 mL water and also added.... Starting materials: C(C)OC1=C(C=C(C=C1)S(=O)(=O)Cl)C1=NN2C(C(N1)=O)=C(N=C2C(CC)CC)C (4-ethoxy-3-(5-methyl-4-oxo-7-(1-ethylpropyl)-3,4-dihydroimidazo[5,1-f][1,2,4]triazin-2-yl)-benzenesulphonyl chloride), OCC1CCNCC1 (4-hydroxymethylpiperidine), C(C)OC1=C(C=C(C=C1)S(=O)(=O)N1C(CC(CC1)O)C)C1=NN2C(C(N1)=O)=C(N=C2C(CC)CC)C (2-[2-ethoxy-5-(4-hydroxy-methylpiperidine-1-sulphonyl)-phenyl]-7-(1-ethylpropyl)-5-methyl-3H-imidazo[5,1-f][1,2,4]triazin-4-one). The product is C(C)OC1=C(C=C(C=C1)S(=O)(=O)N1CCC(CC1)CO)C1=NN2C(C(N1)=O)=C(N=C2C(CC)CC)C (2-[2-Ethoxy-5-(4-hydroxymethylpiperidine-1-sulphonyl)-phenyl]-7-(1-ethylpropyl)-5-methyl-3H-imidazo[5,1-f][1,2,4]triazin-4-one). As a reaction SMILES: [CH2:1]([O:3][C:4]1[CH:9]=[CH:8][C:7]([S:10](Cl)(=[O:12])=[O:11])=[CH:6][C:5]=1[C:14]1[NH:19][C:18](=[O:20])[C:17]2=[C:21]([CH3:29])[N:22]=[C:23]([CH:24]([CH2:27][CH3:28])[CH2:25][CH3:26])[N:16]2[N:15]=1)[CH3:2].[OH:30][CH2:31][CH:32]1[CH2:37][CH2:36][NH:35][CH2:34][CH2:33]1.C(OC1C=CC(S(N2CCC(O)CC2C)(=O)=O)=CC=1C1NC(=O)C2=C(C)N=C(C(CC)CC)N2N=1)C>>[CH2:1]([O:3][C:4]1[CH:9]=[CH:8][C:7]([S:10]([N:35]2[CH2:36][CH2:37][CH:32]([CH2:31][OH:30])[CH2:33][CH2:34]2)(=[O:12])=[O:11])=[CH:6][C:5]=1[C:14]1[NH:19][C:18](=[O:20])[C:17]2=[C:21]([CH3:29])[N:22]=[C:23]([CH:24]([CH2:27][CH3:28])[CH2:25][CH3:26])[N:16]2[N:15]=1)[CH3:2]. Procedure: Analogously, using 400 mg (0.911 mmol) of 4-ethoxy-3-(5-methyl-4-oxo-7-(1-ethylpropyl)-3,4-dihydroimidazo[5,1-f][1,2,4]triazin-2-yl)-benzenesulphonyl chloride and 310 mg (2.734 mmol) of 4-hydroxymethylpiperidine, 270 mg (57.3% of theory) of 2-[2-ethoxy-5-(4-hydroxy-methylpiperidine-1-sulphonyl)-phenyl]-7-(1-ethylpropyl)-5-methyl-3H-imidazo[5,1-f][1,2,4]triazin-4-one. Starting materials: FC=1C=C(COC2=CC=C(C=O)C=C2)C=CC1 (4-(3-fluorobenzyloxy)benzaldehyde), Cl.N[C@@H](C)C(=O)N (L-alaninamide hydrochloride), [BH3-]C#N.[Na+] (NaBH3CN). Product: FC=1C=C(COC2=CC=C(CN[C@H](C(=O)N)C)C=C2)C=CC1 ((S)-2[4-(3-fluorobenzyloxy)benzylamino]propanamide). Reaction SMILES: [F:1][C:2]1[CH:3]=[C:4]([CH:15]=[CH:16][CH:17]=1)[CH2:5][O:6][C:7]1[CH:14]=[CH:13][C:10]([CH:11]=O)=[CH:9][CH:8]=1.Cl.[NH2:19][C@H:20]([C:22]([NH2:24])=[O:23])[CH3:21].[BH3-]C#N.[Na+]>>[F:1][C:2]1[CH:3]=[C:4]([CH:15]=[CH:16][CH:17]=1)[CH2:5][O:6][C:7]1[CH:14]=[CH:13][C:10]([CH2:11][NH:19][C@@H:20]([CH3:21])[C:22]([NH2:24])=[O:23])=[CH:9][CH:8]=1 |f:1.2,3.4|. Procedure: (S)-2-[4-(3-Fluorobenzyloxy)benzylamino]propanamide (Ia) is prepared by reacting 4-(3-fluorobenzyloxy)benzaldehyde (10 mmol), prepared as described in Example 14.1.a., and L-alaninamide hydrochloride (1.37 g, 11 mmol) followed by reduction with NaBH3CN (0.50 g, 8 mmol). After working up the reaction mixture and purification by flash-chromatography, (S)-2[4-(3-fluorobenzyloxy)benzylamino]propanamide is isolated as white solid in 68.7% yield. The product has HPLC purity of 96.2 (area %, see Exampl... The reactants are C(=O)C1=CC(=C(C(=O)NC(OC)=O)C=C1)C (methyl N-[4-formyl-2-methyl benzoyl]carbamate), Cl.NO (hydroxylamine hydrochloride). Run in CO (methanol), O (water), O (water). Product: ON=CC1=CC(=C(C(=O)NC(OC)=O)C=C1)C (methyl N-[4-hydroxyiminomethyl-2-methylbenzoyl]carbamate). Isolated yield 102.8%. RXN SMILES: [CH:1]([C:3]1[CH:15]=[CH:14][C:6]([C:7]([NH:9][C:10](=[O:13])[O:11][CH3:12])=[O:8])=[C:5]([CH3:16])[CH:4]=1)=O.Cl.[NH2:18][OH:19]>CO.O>[OH:19][N:18]=[CH:1][C:3]1[CH:15]=[CH:14][C:6]([C:7]([NH:9][C:10](=[O:13])[O:11][CH3:12])=[O:8])=[C:5]([CH3:16])[CH:4]=1 |f:1.2|. Reported procedure: In a solution of 41 mg of methyl N-[4-formyl-2-methyl benzoyl]carbamate in 4 mL of methanol and 1 mL of water, 15 mg of hydroxylamine hydrochloride was added at room temperature with stirring, and continued to stir at the same temperature for 1.5 hour. After the completion of the reaction, 10 mL of water was added in the reaction mixture, and extracted with ethyl acetate (10 mL×2). The combined organic phases were dehydrated with and dried over saturated sodium chloride aqueous solution and then... The reactants are O=C([O-])[O-], C=CCc1cc(C=O)ccc1O, CI, CC(C)=O, [K+], [K+]. Yields the product C=CCc1cc(C=O)ccc1OC. RXN SMILES: [C:13](=[O:14])([O-:15])[O-:16].[CH2:1]([CH:2]=[CH2:3])[c:4]1[cH:5][c:6]([CH:7]=[O:8])[cH:9][cH:10][c:11]1[OH:12].[CH3:19][I:20].[CH3:21][C:22](=[O:23])[CH3:24].[K+:17].[K+:18]>>[CH2:1]([CH:2]=[CH2:3])[c:4]1[cH:5][c:6]([CH:7]=[O:8])[cH:9][cH:10][c:11]1[O:12][CH3:13].